This data is from the Open Reaction Database (ORD), a public repository of structured organic reaction records. The task is: describe an organic reaction: reactants, conditions, products, and yield The reactants are C(C)OC(COC=1C=NC(=CC1)OCC1=CC=CC=C1)=O ((6-benzyloxy-pyridin-3-yloxy)-acetic acid ethyl ester). Reagents/catalysts: [Pd] (palladium on charcoal). Conditions: time 1 hour. Product: C(C)OC(COC=1C=NC(=CC1)O)=O ((6-Hydroxy-pyridin-3-yloxy)-acetic acid ethyl ester). Yield: 91.0%. Reaction SMILES: [CH2:1]([O:3][C:4](=[O:21])[CH2:5][O:6][C:7]1[CH:8]=[N:9][C:10]([O:13]CC2C=CC=CC=2)=[CH:11][CH:12]=1)[CH3:2]>[Pd]>[CH2:1]([O:3][C:4](=[O:21])[CH2:5][O:6][C:7]1[CH:8]=[N:9][C:10]([OH:13])=[CH:11][CH:12]=1)[CH3:2]. Reported procedure: The suspension of 0.64 g (2.23 mmol) (6-benzyloxy-pyridin-3-yloxy)-acetic acid ethyl ester and 0.064 g 10% palladium on charcoal was hydrogenated for 1 h at 1.7 bar. The reaction mixture was filtered over Dicalite Speed Plus, washed with ethanol and the filtrate was treated with silica gel and evaporated. The residue was purified by silica gel chromatography using a MPLC system (CombiFlash Companion, Isco Inc.) with a gradient from heptane:ethyl acetate (100:0 to 0:100) followed by ethyl acetate...